Dataset: the Open Reaction Database (ORD), a public repository of structured organic reaction records. Task: describe an organic reaction: reactants, conditions, products, and yield The reactants are C1(CCCCC1)N=C=NC1CCCCC1 (N,N'-dicyclohexyl-carbodiimide), C1(CCCCC1)N=C=NC1CCCCC1 (N,N'-dicyclohexyl-carbodiimide), C1(CC1)COC1=C(C(=O)O)C=C(C(=C1)N)Cl (2-cyclopropylmethoxy-4-amino-5-chlorobenzoic acid), Cl.Cl.NC1CN2CCC1CC2 (3-aminoquinuclidine dihydrochloride), [OH-].[Na+] (sodium hydroxide). Solvent: N1=CC=CC=C1 (pyridine), O (water). Reaction conditions: time 20 hour. The product is N12CC(C(CC1)CC2)NC(C2=C(C=C(C(=C2)Cl)N)OCC2CC2)=O (N-(1-azabicyclo[2.2.2]oct-3-yl)-2-cyclopropylmethoxy-4-amino-5-chlorobenzamide). Yield: 93.8%. Reaction SMILES: [CH:1]1([CH2:4][O:5][C:6]2[CH:14]=[C:13]([NH2:15])[C:12]([Cl:16])=[CH:11][C:7]=2[C:8]([OH:10])=O)[CH2:3][CH2:2]1.Cl.Cl.[NH2:19][CH:20]1[CH:25]2[CH2:26][CH2:27][N:22]([CH2:23][CH2:24]2)[CH2:21]1.[OH-].[Na+].C1(N=C=NC2CCCCC2)CCCCC1>N1C=CC=CC=1.O>[N:22]12[CH2:27][CH2:26][CH:25]([CH2:24][CH2:23]1)[CH:20]([NH:19][C:8](=[O:10])[C:7]1[CH:11]=[C:12]([Cl:16])[C:13]([NH2:15])=[CH:14][C:6]=1[O:5][CH2:4][CH:1]1[CH2:2][CH2:3]1)[CH2:21]2 |f:1.2.3,4.5|. Procedure: To a solution of 2-cyclopropylmethoxy-4-amino-5-chlorobenzoic acid (3.2 g; 0.0134 moles) in pyridine (15 ml), a solution of 3-aminoquinuclidine dihydrochloride (2.5 g; 0.0125 moles) and sodium hydroxide (0.5 g; 0.0125 moles) in water (15 ml) was added. To the resulting solution, N,N'-dicyclohexyl-carbodiimide (3.1 g; 0.0146 moles) was added and the mixture stirred at room temperature for 20 hours. An additional amount of N,N'-dicyclohexyl-carbodiimide (3.1 g; 0.0146 moles) was added and the mixt...